From a dataset of the Open Reaction Database (ORD), a public repository of structured organic reaction records. describe an organic reaction: reactants, conditions, products, and yield Reactants: CC(C)(C)O, C=Cc1cc(C)cc(N(CC)CC)n1, C[N+]1([O-])CCOCC1, CC(C)=O, O=[Os](=O)(=O)=O, O. Product: CCN(CC)c1cc(C)cc(C(O)CO)n1. RXN SMILES: [C:24]([OH:25])([CH3:26])([CH3:27])[CH3:28].[CH2:1]([CH3:2])[N:3]([c:4]1[n:5][c:6]([CH:11]=[CH2:12])[cH:7][c:8]([CH3:10])[cH:9]1)[CH2:13][CH3:14].[CH3:15][N+:16]1([O-:17])[CH2:18][CH2:20][O:19][CH2:21][CH2:22]1.[CH3:29][C:30](=[O:31])[CH3:32].[O:33]=[Os:34](=[O:35])(=[O:36])=[O:37].[OH2:23]>>[CH2:1]([CH3:2])[N:3]([c:4]1[n:5][c:6]([CH:11]([CH2:12][OH:23])[OH:19])[cH:7][c:8]([CH3:10])[cH:9]1)[CH2:13][CH3:14]. The reactants are B(Br)(Br)Br (boron tribromide), C(C)C1(CSC2=CC(=CC=C2C1CCCCCCCCC(C(=O)OCC)CCCCCCC(C(F)(F)F)(F)F)OC)C1=CC=C(C=C1)OC (ethyl 10-[(3RS,4RS)-3-ethyl-7-methoxy-3-(4-methoxyphenyl)thiochroman-4-yl]-2-(7,7,8,8,8-pentafluorooctyl)decanoate), O (Water). Run in ClCCl (dichloromethane), ClCCl (dichloromethane). Reaction conditions: temperature 10 celsius, time 3 hour. The product is C(C)C1(CSC2=CC(=CC=C2C1CCCCCCCCC(C(=O)OCC)CCCCCCC(C(F)(F)F)(F)F)O)C1=CC=C(C=C1)O (ethyl 10-[(3RS,4RS)-3-ethyl-7-hydroxy-3-(4-hydroxyphenyl)thiochroman-4-yl]-2-(7,7,8,8,8-pentafluorooctyl)decanoate). Isolated yield 54.5%. As a reaction SMILES: B(Br)(Br)Br.[CH2:5]([C:7]1([C:46]2[CH:51]=[CH:50][C:49]([O:52]C)=[CH:48][CH:47]=2)[CH:16]([CH2:17][CH2:18][CH2:19][CH2:20][CH2:21][CH2:22][CH2:23][CH2:24][CH:25]([CH2:31][CH2:32][CH2:33][CH2:34][CH2:35][CH2:36][C:37]([F:43])([F:42])[C:38]([F:41])([F:40])[F:39])[C:26]([O:28][CH2:29][CH3:30])=[O:27])[C:15]2[C:10](=[CH:11][C:12]([O:44]C)=[CH:13][CH:14]=2)[S:9][CH2:8]1)[CH3:6].O>ClCCl>[CH2:5]([C:7]1([C:46]2[CH:51]=[CH:50][C:49]([OH:52])=[CH:48][CH:47]=2)[CH:16]([CH2:17][CH2:18][CH2:19][CH2:20][CH2:21][CH2:22][CH2:23][CH2:24][CH:25]([CH2:31][CH2:32][CH2:33][CH2:34][CH2:35][CH2:36][C:37]([F:43])([F:42])[C:38]([F:40])([F:39])[F:41])[C:26]([O:28][CH2:29][CH3:30])=[O:27])[C:15]2[C:10](=[CH:11][C:12]([OH:44])=[CH:13][CH:14]=2)[S:9][CH2:8]1)[CH3:6]. Reported procedure: A solution of boron tribromide in dichloromethane (1.0 M, 8.82 ml, 8.82 mmol) was added dropwise to a solution of ethyl 10-[(3RS,4RS)-3-ethyl-7-methoxy-3-(4-methoxyphenyl)thiochroman-4-yl]-2-(7,7,8,8,8-pentafluorooctyl)decanoate (1.05 g, 1.47 mmol) in dichloromethane (15 ml) at −78° C. under argon atmosphere. The reaction mixture was warmed with stirring up to 10° C. over 3 hours. Water was added to the reaction mixture, which was then extracted with ethyl acetate. The organic layer was washed w... Reactants: C(O)([O-])=O.[Na+] (sodium hydrogencarbonate), ClC(C(OCC1=CC=CC=C1)=N)(Cl)Cl (benzyl trichloroacetoimidate), FC(S(=O)(=O)O)(F)F (trifluoromethane sulfonic acid), C(C1=CC=CC=C1)(=O)O[C@@H]1[C@@H](N(C[C@H]1O)C(=O)OCC1=CC=CC=C1)CF ((2R,3R,4R)-3-Benzoyloxy-N-benzyloxycarbonyl-2-fluoromethyl-4-hydroxy-pyrrolidine). Solvent: C(Cl)Cl.C1CCCCC1 (methylene chloride cyclohexane), C(C)(=O)OCC (ethyl acetate). Reaction conditions: time 4 hour. Product: C(C1=CC=CC=C1)(=O)O[C@@H]1[C@@H](N(C[C@@H]1OCC1=CC=CC=C1)C(=O)OCC1=CC=CC=C1)CF ((2R,3R,4S)-3-Benzoyloxy-N-benzyloxycarbonyl-4-benzyloxy-2-fluoromethyl-pyrrolidine). Yield: 72.0%. As a reaction SMILES: [C:1]([O:9][C@H:10]1[C@H:14]([OH:15])[CH2:13][N:12]([C:16]([O:18][CH2:19][C:20]2[CH:25]=[CH:24][CH:23]=[CH:22][CH:21]=2)=[O:17])[C@H:11]1[CH2:26][F:27])(=[O:8])[C:2]1[CH:7]=[CH:6][CH:5]=[CH:4][CH:3]=1.ClC(Cl)(Cl)C(=N)O[CH2:32][C:33]1[CH:38]=[CH:37][CH:36]=[CH:35][CH:34]=1.FC(F)(F)S(O)(=O)=O.C(=O)([O-])O.[Na+]>C(Cl)Cl.C1CCCCC1.C(OCC)(=O)C>[C:1]([O:9][C@H:10]1[C@@H:14]([O:15][CH2:32][C:33]2[CH:38]=[CH:37][CH:36]=[CH:35][CH:34]=2)[CH2:13][N:12]([C:16]([O:18][CH2:19][C:20]2[CH:25]=[CH:24][CH:23]=[CH:22][CH:21]=2)=[O:17])[C@H:11]1[CH2:26][F:27])(=[O:8])[C:2]1[CH:3]=[CH:4][CH:5]=[CH:6][CH:7]=1 |f:3.4,5.6|. Reported procedure: The compound (344 mg, 0.92 mmol) synthesized in Example 10 (10a) was dissolved in methylene chloride:cyclohexane (1:2, 10 mL) and benzyl trichloroacetoimidate (0.68 mL, 3.68 mmol) and trifluoromethane sulfonic acid (16 μL, 0.18 mmol) were added thereto, followed by stirring of the mixture at room temperature for 4 hours. After saturated aqueous sodium hydrogencarbonate (1 mL) was added to the reaction mixture at 0° C. and the mixture was diluted with ethyl acetate (20 mL), the mixture was washed... Starting materials: CC(C)(C)[Mg+], C1CCOC1, [Cl-], COC(=O)c1ccc2ncccc2c1. Product: COC(=O)c1ccc2nc(C(C)(C)C)ccc2c1. Reaction SMILES: [C:16]([CH3:17])([CH3:18])([CH3:19])[Mg+:20].[CH2:21]1[O:22][CH2:23][CH2:24][CH2:25]1.[Cl-:15].[n:1]1[cH:2][cH:3][cH:4][c:5]2[cH:6][c:7]([C:11](=[O:12])[O:13][CH3:14])[cH:8][cH:9][c:10]12>>[n:1]1[c:2]([C:16]([CH3:17])([CH3:18])[CH3:19])[cH:3][cH:4][c:5]2[cH:6][c:7]([C:11](=[O:12])[O:13][CH3:14])[cH:8][cH:9][c:10]12. Starting materials: C1(=CC=CC=C1)C1=CC=C2CCC(=CC2=C1)C(=O)O (7-phenyl-3,4-dihydronaphthalene-2-carboxylic acid), C1CCOC1 (THF), C(C(=O)Cl)(=O)Cl (oxalyl chloride), CN(C)C=O (DMF). Conditions: time 1 hour. Yields the product OCC1=CC=C(C=C1)NC(=O)C1=CC2=CC(=CC=C2CC1)C1=CC=CC=C1 (N-[4-(hydroxymethyl)phenyl]-7-phenyl-3,4-dihydronaphthalene-2-carboxamide). Reaction SMILES: [C:1]1([C:7]2[CH:16]=[C:15]3[C:10]([CH2:11][CH2:12][C:13]([C:17]([OH:19])=O)=[CH:14]3)=[CH:9][CH:8]=2)[CH:6]=[CH:5][CH:4]=[CH:3][CH:2]=1.[C:20](Cl)(=O)[C:21](Cl)=O.C[N:27]([CH:29]=O)C.[CH2:31]1[CH2:35][O:34][CH2:33][CH2:32]1>>[OH:34][CH2:33][C:32]1[CH:31]=[CH:35][C:29]([NH:27][C:17]([C:13]2[CH2:12][CH2:11][C:10]3[C:15](=[CH:16][C:7]([C:1]4[CH:2]=[CH:3][CH:4]=[CH:5][CH:6]=4)=[CH:8][CH:9]=3)[CH:14]=2)=[O:19])=[CH:21][CH:20]=1. Procedure details: In THF (10 ml) was dissolved 7-phenyl-3,4-dihydronaphthalene-2-carboxylic acid (500 mg), and to the solution were added oxalyl chloride (262 μl) and a drop of DMF. The mixture was stirred at room temperature for 1 hour and concentrated under reduced pressure. The residue was dissolved in DMF (5 ml), and to the mixture was dropwise added a solution of 4-aminobenzylalcohol (246 mg) in pyridine (10 ml) at 0° C. The reaction mixture was stirred at 0° C. for 3 hours. To the mixture was added water (5...